Task: describe an organic reaction: reactants, conditions, products, and yield. Dataset: the Open Reaction Database (ORD), a public repository of structured organic reaction records Starting materials: CNC1(CCCCC1=O)C=2C=CC=CC2Cl.Cl (ketamine hydrochloride), base, CNC1(CCCCC1=O)C=2C=CC=CC2Cl.Cl (ketamine hydrochloride), CN(C)CCC=C1C=2C=CC=CC2CCC3=C1C=CC=C3.Cl (amitriptyline hydrochloride), CCOCCOCCO (ethoxy diglycol), CN(C)CCC=C1C=2C=CC=CC2CCC3=C1C=CC=C3.Cl (amitriptyline hydrochloride). Yields the product CN(C)CCC=C1C=2C=CC=CC2CCC3=C1C=CC=C3.CNC1(CCCCC1=O)C=2C=CC=CC2Cl (amitriptyline ketamine). RXN SMILES: [CH3:1][NH:2][C:3]1([C:10]2[CH:11]=[CH:12][CH:13]=[CH:14][C:15]=2[Cl:16])[C:8](=[O:9])[CH2:7][CH2:6][CH2:5][CH2:4]1.Cl.[CH3:18][N:19]([CH2:21][CH2:22][CH:23]=[C:24]1[C:34]2[CH:35]=[CH:36][CH:37]=[CH:38][C:33]=2[CH2:32][CH2:31][C:30]2[CH:29]=[CH:28][CH:27]=[CH:26][C:25]1=2)[CH3:20].Cl.CCOCCOCCO>>[CH3:18][N:19]([CH2:21][CH2:22][CH:23]=[C:24]1[C:25]2[CH:26]=[CH:27][CH:28]=[CH:29][C:30]=2[CH2:31][CH2:32][C:33]2[CH:38]=[CH:37][CH:36]=[CH:35][C:34]1=2)[CH3:20].[CH3:1][NH:2][C:3]1([C:10]2[CH:11]=[CH:12][CH:13]=[CH:14][C:15]=2[Cl:16])[C:8](=[O:9])[CH2:7][CH2:6][CH2:5][CH2:4]1 |f:0.1,2.3,5.6|. Procedure: 0.3750 gm ketamine hydrochloride USP and 0.750 gm amitriptyline hydrochloride USP are combined and wetted with 2.0 ml of ethoxy diglycol reagent, and stirred into 75 gm of the base cream prepared as per example 3 and triple milled. The cream-type mixture contains ketamine hydrochloride at 5 mg/ml and amitriptyline hydrochloride at 10 mg/ml. The reagents and catalysts are Catalyst A. Reaction SMILES: [N-]=[C:2]=[O:3].C(C1C=CC=CC=1N=C=O)C1C=CC=CC=1N=C=O.C[CH:24]([OH:35])[CH2:25][O:26][CH:27]([CH2:29][O:30][CH:31]([CH2:33][OH:34])C)[CH3:28].C[CH:37]([OH:44])[CH2:38][O:39][CH:40]([CH2:42][OH:43])[CH3:41].C1C(CC2C=CC(N=C=O)=CC=2)=CC=C(N=C=O)C=1>>[CH2:33]1[O:34][CH2:31]1.[CH2:42]1[O:43][CH:40]1[CH3:41].[CH3:28][CH:27]([OH:26])[CH2:29][OH:30].[CH2:37]([OH:44])[CH2:38][OH:39].[CH2:2]([OH:3])[CH:24]([OH:35])[CH2:25][OH:26] |f:7.8.9|. Reported procedure: The polyurethane polymer of Example 2 is prepared from a mixture of the ingredients in the amounts listed in Table 1, wherein Polyol A, Isocyanate A, and Catalyst A are as identified in Example 1. Surfactant A is an organosilane surfactant degassing agent commercially available form Union Carbide Corp. under the trade designation L-5304. Isocyanate B is a mixture of methylene diphenyldiisocyanate with tripropylene glycol and dipropylene glycol, having an average molecular weight of 364, commerci... The product is polyurethane, C1CO1 (ethylene oxide), C1C(C)O1 (propylene oxide), CC(CO)O.C(CO)O.C(C(CO)O)O (Polyglycol 15-200). The reactants are Polyol, [N-]=C=O (Isocyanate), Polyol, polyether triol, C1=CC(=CC=C1CC2=CC=C(C=C2)N=C=O)N=C=O (Isonate), [N-]=C=O (Isocyanate), C(C1=C(C=CC=C1)N=C=O)C1=C(C=CC=C1)N=C=O (methylene diphenyldiisocyanate), CC(COC(C)COC(C)CO)O (tripropylene glycol), CC(COC(C)CO)O (dipropylene glycol), organosilane. The reactants are ClC1=C(CN[C@@H]2CNCC2)C=CC(=C1)Cl ((S)-(2,4-dichlorobenzyl)-pyrrolidin-3-ylamine), BrC1=NC=C(C=C1)[N+](=O)[O-] (2-bromo-5-nitropyridine), C([O-])([O-])=O.[Cs+].[Cs+] (cesium carbonate). Reagents/catalysts: C=1C=CC(=CC1)/C=C/C(=O)/C=C/C2=CC=CC=C2.C=1C=CC(=CC1)/C=C/C(=O)/C=C/C2=CC=CC=C2.C=1C=CC(=CC1)/C=C/C(=O)/C=C/C2=CC=CC=C2.[Pd].[Pd] (tris(dibenzylideneacetone)dipalladium), C1=CC=C(C=C1)P(C2=CC=CC=C2)C3=C(C4=CC=CC=C4C=C3)C5=C(C=CC6=CC=CC=C65)P(C7=CC=CC=C7)C8=CC=CC=C8 ((S)-(−)-2,2′-bis(diphenylphosphino)-1,1′-binaphthyl). The solvent is C1(=CC=CC=C1)C (toluene). Run at temperature 90 celsius, time 8 hour. Yields the product ClC1=C(CN[C@@H]2CN(CC2)C2=NC=C(C=C2)[N+](=O)[O-])C=CC(=C1)Cl ((S)-(2,4-Dichlorobenzyl)-[1-(5-nitropyridin-2-yl)-pyrrolidin-3-yl]-amine). The yield is 91.9%. As a reaction SMILES: [Cl:1][C:2]1[CH:14]=[C:13]([Cl:15])[CH:12]=[CH:11][C:3]=1[CH2:4][NH:5][C@H:6]1[CH2:10][CH2:9][NH:8][CH2:7]1.Br[C:17]1[CH:22]=[CH:21][C:20]([N+:23]([O-:25])=[O:24])=[CH:19][N:18]=1.C(=O)([O-])[O-].[Cs+].[Cs+]>C1(C)C=CC=CC=1.C1C=CC(/C=C/C(/C=C/C2C=CC=CC=2)=O)=CC=1.C1C=CC(/C=C/C(/C=C/C2C=CC=CC=2)=O)=CC=1.C1C=CC(/C=C/C(/C=C/C2C=CC=CC=2)=O)=CC=1.[Pd].[Pd].C1C=CC(P(C2C=CC3C(=CC=CC=3)C=2C2C3C(=CC=CC=3)C=CC=2P(C2C=CC=CC=2)C2C=CC=CC=2)C2C=CC=CC=2)=CC=1>[Cl:1][C:2]1[CH:14]=[C:13]([Cl:15])[CH:12]=[CH:11][C:3]=1[CH2:4][NH:5][C@H:6]1[CH2:10][CH2:9][N:8]([C:17]2[CH:22]=[CH:21][C:20]([N+:23]([O-:25])=[O:24])=[CH:19][N:18]=2)[CH2:7]1 |f:2.3.4,6.7.8.9.10|. Procedure details: Degas a mixture of (S)-(2,4-dichlorobenzyl)-pyrrolidin-3-ylamine (245 mg, 1 mmol), 2-bromo-5-nitropyridine (168 mg, 0.83 mmol) and cesium carbonate (404 g, 1.24 mmol) in dry toluene (2 mL) by bubbling nitrogen for 15 min. Add tris(dibenzylideneacetone)dipalladium (0) (15 mg, 0.016 mmol) and (S)-(−)-2,2′-bis(diphenylphosphino)-1,1′-binaphthyl (18 mg, 0.024 mmol). Stir the resulting mixture at 90° C. overnight. Chromatograph on silica gel and concentrate to give the title compound (280 mg, 92%). Product: NS(=O)(=O)c1ccc(-c2cc(Cl)cc3c2OC(C(F)(F)F)C(C(=O)O)=C3)cc1. As a reaction SMILES: [CH3:32][CH2:33][O:34][C:35]([CH3:36])=[O:37].[Cl:1][S:2](=[O:3])(=[O:4])[OH:5].[Cl:6][c:7]1[cH:8][c:9]2[c:14]([c:15](-[c:17]3[cH:18][cH:19][cH:20][cH:21][cH:22]3)[cH:16]1)[O:13][CH:12]([C:23]([F:24])([F:25])[F:26])[C:11]([C:27](=[O:28])[OH:29])=[CH:10]2.[NH4+:30].[OH-:31]>>[S:2](=[O:3])(=[O:5])([c:20]1[cH:19][cH:18][c:17](-[c:15]2[c:14]3[c:9]([cH:8][c:7]([Cl:6])[cH:16]2)[CH:10]=[C:11]([C:27](=[O:28])[OH:29])[CH:12]([C:23]([F:24])([F:25])[F:26])[O:13]3)[cH:22][cH:21]1)[NH2:30]. The reactants are CCOC(C)=O, O=S(=O)(O)Cl, O=C(O)C1=Cc2cc(Cl)cc(-c3ccccc3)c2OC1C(F)(F)F, [NH4+], [OH-].